Dataset: the Open Reaction Database (ORD), a public repository of structured organic reaction records. Task: describe an organic reaction: reactants, conditions, products, and yield As a reaction SMILES: [CH3:1][CH2:2][C@@H:3]([C@H:5]1[NH:37][C:35](=[O:36])[C@@H:34]([NH:38][C:39]([C@H:41]([N:46](C([C@H]2N(C(C(O)C)=O)CCC2)=O)[CH3:47])[CH2:42][CH:43]([CH3:45])[CH3:44])=[O:40])[C@@H:33]([CH3:60])[O:32][C:30](=[O:31])[C@H:29]([CH2:61][C:62]2[CH:63]=[CH:64][C:65]([O:68][CH3:69])=[CH:66][CH:67]=2)[N:28]([CH3:70])[C:26](=[O:27])[C@H:25]2[N:21]([CH2:22][CH2:23][CH2:24]2)[C:19](=[O:20])[C@H:18]([CH2:71][CH:72]([CH3:74])[CH3:73])[NH:17][C:15](=[O:16])[C@@H:14]([CH3:75])[C:12](=[O:13])[C@H:11]([CH:76]([CH3:78])[CH3:77])[O:10][C:8](=[O:9])[CH2:7][C@@H:6]1[OH:79])[CH3:4].C(Cl)(Cl)Cl>CO>[CH3:1][CH2:2][C@@H:3]([C@H:5]1[NH:37][C:35](=[O:36])[C@@H:34]([NH:38][C:39]([C@H:41]([NH:46][CH3:47])[CH2:42][CH:43]([CH3:44])[CH3:45])=[O:40])[C@@H:33]([CH3:60])[O:32][C:30](=[O:31])[C@H:29]([CH2:61][C:62]2[CH:67]=[CH:66][C:65]([O:68][CH3:69])=[CH:64][CH:63]=2)[N:28]([CH3:70])[C:26](=[O:27])[C@H:25]2[N:21]([CH2:22][CH2:23][CH2:24]2)[C:19](=[O:20])[C@H:18]([CH2:71][CH:72]([CH3:74])[CH3:73])[NH:17][C:15](=[O:16])[C@@H:14]([CH3:75])[C:12](=[O:13])[C@H:11]([CH:76]([CH3:78])[CH3:77])[O:10][C:8](=[O:9])[CH2:7][C@@H:6]1[OH:79])[CH3:4]. Product: CC[C@H](C)[C@@H]1[C@H](CC(=O)O[C@H](C(=O)[C@@H](C(=O)N[C@H](C(=O)N2CCC[C@H]2C(=O)N([C@H](C(=O)O[C@@H]([C@@H](C(=O)N1)NC(=O)[C@@H](CC(C)C)NC)C)CC3=CC=C(C=C3)OC)C)CC(C)C)C)C(C)C)O (didemnins). Solvent: CO (methanol). Starting materials: CC[C@H](C)[C@@H]1[C@H](CC(=O)O[C@H](C(=O)[C@@H](C(=O)N[C@H](C(=O)N2CCC[C@H]2C(=O)N([C@H](C(=O)O[C@@H]([C@@H](C(=O)N1)NC(=O)[C@@H](CC(C)C)N(C)C(=O)[C@@H]3CCCN3C(=O)C(C)O)C)CC=4C=CC(=CC4)OC)C)CC(C)C)C)C(C)C)O (didemnin B), C(Cl)(Cl)Cl (chloroform). Procedure: A similar isolation scheme was employed later during large scale production of didemnin B for biological testing. The dichloromethane extract was obtained as before with only minor modifications due to scale-up. Prep LC employed an isocratic chloroform:methanol solvent system ranging from 98:2 to 96:4 depending on the condition of the reusable PrepPak cartridge. This allowed the use of the built-in refractive index detector to monitor elution of the didemnins. Fractions obtained through this pro...